Task: describe an organic reaction: reactants, conditions, products, and yield. Dataset: the Open Reaction Database (ORD), a public repository of structured organic reaction records Reactants: NC1=NC(=CC(=N1)C)C (2-amino-4,6-dimethylpyrimidine), CC1(OC2=C(C1)C=CC=C2S(=O)(=O)N=C=O)C (2,3-dihydro-2,2-dimethyl-7-benzofuransulfonyl isocyanate). The solvent is O1CCCC1 (tetrahydrofuran). Conditions: time 4 hour. Yields the product CC1=NC(=NC(=C1)C)NC(=O)NS(=O)(=O)C1=CC=CC=2CC(OC21)(C)C (N-[(4,6-dimethylpyrimidin-2-yl)aminocarbonyl]-2,3-dihydro-2,2-dimethyl-7-benzofuransulfonamide). Yield: 54.5%. RXN SMILES: [NH2:1][C:2]1[N:7]=[C:6]([CH3:8])[CH:5]=[C:4]([CH3:9])[N:3]=1.[CH3:10][C:11]1([CH3:26])[CH2:15][C:14]2[CH:16]=[CH:17][CH:18]=[C:19]([S:20]([N:23]=[C:24]=[O:25])(=[O:22])=[O:21])[C:13]=2[O:12]1>O1CCCC1>[CH3:9][C:4]1[CH:5]=[C:6]([CH3:8])[N:7]=[C:2]([NH:1][C:24]([NH:23][S:20]([C:19]2[C:13]3[O:12][C:11]([CH3:26])([CH3:10])[CH2:15][C:14]=3[CH:16]=[CH:17][CH:18]=2)(=[O:21])=[O:22])=[O:25])[N:3]=1. Procedure details: To a solution of 1.2 g of 2-amino-4,6-dimethylpyrimidine in 25 ml of tetrahydrofuran was added 2.5 g of 2,3-dihydro-2,2-dimethyl-7-benzofuransulfonyl isocyanate prepared above. After a slight exotherm the solution was stirred at room temperature for 4 hours. The solution was concentrated in vacuo to give a viscous oil that precipitated a solid from 10 ml of acetonitrile. The solid was recrystallized from acetonitrile to give 2 g of N-[(4,6-dimethylpyrimidin-2-yl)aminocarbonyl]-2,3-dihydro-2,2-di... The reactants are C(C=C)[C@@]1(CCN(C(O1)=O)[C@@H](C)C1=CC=C(C=C1)OC(F)F)C1=CC=CC=C1 ((R)-6-allyl-3-((S)-1-(4-(difluoromethoxy)phenyl)ethyl)-6-phenyl-1,3-oxazinan-2-one), CN(C)C=O (DMF). The reagents and catalysts are Cl[Cu] (CuCl), Cl[Pd]Cl (PdCl2). Conditions: temperature 30 celsius, time 8 hour. Yields the product FC(OC1=CC=C(C=C1)[C@H](C)N1C(O[C@](CC1)(C1=CC=CC=C1)CC(C)=O)=O)F ((S)-3-((S)-1-(4-(difluoromethoxy)phenyl)ethyl)-6-(2-oxopropyl)-6-phenyl-1,3-oxazinan-2-one). Isolated yield 50.0%. As a reaction SMILES: [CH2:1]([C@@:4]1([C:23]2[CH:28]=[CH:27][CH:26]=[CH:25][CH:24]=2)[O:9][C:8](=[O:10])[N:7]([C@H:11]([C:13]2[CH:18]=[CH:17][C:16]([O:19][CH:20]([F:22])[F:21])=[CH:15][CH:14]=2)[CH3:12])[CH2:6][CH2:5]1)[CH:2]=[CH2:3].CN(C=[O:33])C>Cl[Cu].Cl[Pd]Cl>[F:21][CH:20]([F:22])[O:19][C:16]1[CH:17]=[CH:18][C:13]([C@@H:11]([N:7]2[CH2:6][CH2:5][C@:4]([CH2:1][C:2](=[O:33])[CH3:3])([C:23]3[CH:28]=[CH:27][CH:26]=[CH:25][CH:24]=3)[O:9][C:8]2=[O:10])[CH3:12])=[CH:14][CH:15]=1. Reported procedure: To a solution of (R)-6-allyl-3-((S)-1-(4-(difluoromethoxy)phenyl)ethyl)-6-phenyl-1,3-oxazinan-2-one (379 mg, 1 mmol) in DMF were added CuCl (227 mg, 2.3 mmol) and PdCl2 (53 mg, 0.3 mmol) at 0° C. under O2, and the mixture was stirred overnight at 30° C. The mixture was washed with water and extracted with EtOAc. The organic layer was separated, and concentrated to give the crude product, which was purified by preparative TLC to afford (S)-3-((S)-1-(4-(difluoromethoxy)phenyl)ethyl)-6-(2-oxopropyl... Starting materials: C(C)(C)OC(=O)N1C2=C(C(CCC1)N(CC1=CC(=CC(=C1)C(F)(F)F)C(F)(F)F)C(C)=O)C=C(C=C2)N (isopropyl-5-[acetyl-(3,5-bistrifluoromethylbenzyl)amino]-7-amino-2,3,4,5-tetrahydrobenzo[b]azepine-1-carboxylate), N1=CC=CC=C1 (pyridine), CS(=O)(=O)Cl (methanesulfonyl chloride). Solvent: ClCCl (dichloromethane). Run at time 30 minute. The product is C(C)(=O)N(C1C2=C(N(CCC1)C(=O)OC(C)C)C=CC(=C2)NS(=O)(=O)C)CC2=CC(=CC(=C2)C(F)(F)F)C(F)(F)F (Isopropyl 5-[acetyl-(3,5-bistrifluoromethylbenzyl)amino]-7-methanesulfonylamino-2,3,4,5-tetrahydrobenzo[b]azepine-1-carboxylate). The yield is 64.6%. As a reaction SMILES: [CH3:1][S:2](Cl)(=[O:4])=[O:3].[CH:6]([O:9][C:10]([N:12]1[CH2:18][CH2:17][CH2:16][CH:15]([N:19]([C:35](=[O:37])[CH3:36])[CH2:20][C:21]2[CH:26]=[C:25]([C:27]([F:30])([F:29])[F:28])[CH:24]=[C:23]([C:31]([F:34])([F:33])[F:32])[CH:22]=2)[C:14]2[CH:38]=[C:39]([NH2:42])[CH:40]=[CH:41][C:13]1=2)=[O:11])([CH3:8])[CH3:7].N1C=CC=CC=1>ClCCl>[C:35]([N:19]([CH2:20][C:21]1[CH:22]=[C:23]([C:31]([F:34])([F:33])[F:32])[CH:24]=[C:25]([C:27]([F:30])([F:28])[F:29])[CH:26]=1)[CH:15]1[CH2:16][CH2:17][CH2:18][N:12]([C:10]([O:9][CH:6]([CH3:8])[CH3:7])=[O:11])[C:13]2[CH:41]=[CH:40][C:39]([NH:42][S:2]([CH3:1])(=[O:4])=[O:3])=[CH:38][C:14]1=2)(=[O:37])[CH3:36]. Procedure details: Add methanesulfonyl chloride (8 μl, 0.103 mmol) dropwise to a suspension of isopropyl-5-[acetyl-(3,5-bistrifluoromethylbenzyl)amino]-7-amino-2,3,4,5-tetrahydrobenzo[b]azepine-1-carboxylate (0.050 g, 0.094 mmol) and pyridine (8 μl, 0.103 mmol) in dichloromethane (2 mL) at 0° C. under atmosphere of nitrogen. Stir the suspension for 30 min, then remove the cooling bath and warm to room temperature while stirring overnight. Dilute the mixture with dichloromethane (30 mL) and wash with 2 N hydrochlor... Starting materials: C([O-])(O)=O.[Na+] (sodium bicarbonate), IC=1C=C(C(=O)O)C=CC1O (3-iodo-4-hydroxybenzoic acid), S(O)(O)(=O)=O (sulphuric acid), O (water). The solvent is CO (methanol). Yields the product IC=1C=C(C(=O)OC)C=CC1O (Methyl 3-iodo-4-hydroxybenzoate). Reaction SMILES: [I:1][C:2]1[CH:3]=[C:4]([CH:8]=[CH:9][C:10]=1[OH:11])[C:5]([OH:7])=[O:6].S(=O)(=O)(O)O.O.[C:18](=O)(O)[O-].[Na+]>CO>[I:1][C:2]1[CH:3]=[C:4]([CH:8]=[CH:9][C:10]=1[OH:11])[C:5]([O:7][CH3:18])=[O:6] |f:3.4|. Procedure: A solution of 3-iodo-4-hydroxybenzoic acid (28.76 g, 0.11 mol) and sulphuric acid (6.6 ml) in methanol (160 ml) is refluxed for 6 h. 300 ml of water are added and the mixture is basified with sodium bicarbonate until neutral. It is extracted with ethyl ether (600 ml). The organic phase is washed with twice 400 ml of water, dried over magnesium sulphate and concentrated on a rotary evaporator under vacuum at 40° C. The product is purified by flash chromatography on the column of silica (10% ethyl...